From a dataset of the Open Reaction Database (ORD), a public repository of structured organic reaction records. describe an organic reaction: reactants, conditions, products, and yield The reactants are N1C(=CC=C1)C(=O)OC (methyl pyrrole-2-carboxylate), C(C)(=O)OCC1=C(C(=C(N1)C(=O)OCC)C)C(C)=O (ethyl 5-acetoxymethyl-4-acetyl-3-methylpyrrole-2-carboxylate), Montmorillonite. The solvent is ClCCCl (1,2-dichloroethane). Product: COC(=O)C1=NC2=C(C=3C(=CC2=C1)N=C(C3C)C(=O)OCC)C (Ethyl 6-methoxycarbonyl-3,4-dimethylpyrrolo[2,3-f]indole-2-carboxylate). As a reaction SMILES: [NH:1]1[CH:5]=[CH:4][CH:3]=[C:2]1[C:6]([O:8][CH3:9])=[O:7].C(O[CH2:14][C:15]1[NH:19][C:18]([C:20]([O:22][CH2:23][CH3:24])=[O:21])=[C:17]([CH3:25])[C:16]=1[C:26](=O)[CH3:27])(=O)C>ClCCCl>[CH3:9][O:8][C:6]([C:2]1[CH:3]=[C:4]2[C:5](=[C:26]([CH3:27])[C:16]3[C:15]([N:19]=[C:18]([C:20]([O:22][CH2:23][CH3:24])=[O:21])[C:17]=3[CH3:25])=[CH:14]2)[N:1]=1)=[O:7]. Reported procedure: A solution of methyl pyrrole-2-carboxylate (0.222 g, 1.7 mmol) and ethyl 5-acetoxymethyl-4-acetyl-3-methylpyrrole-2-carboxylate (0.474 g, 1.7 mmol) in 1,2-dichloroethane (20 cm3) was heated under reflux and stirred with Montmorillonite clay for 7 h. The reaction was followed to completion by TLC. After the clay had been filtered off and washed well with 1,2-dichloroethane, evaporation of the combined filtrates under reduced pressure gave an oil. Chromatographic separation of an oil eluting with ... RXN SMILES: [CH3:1][C:2]([CH3:21])([O:4][C:5](=[O:20])[CH2:6][O:7][C:8]1[CH:13]=[CH:12][C:11]([CH2:14][CH:15]([CH3:19])[C:16]([OH:18])=O)=[CH:10][CH:9]=1)[CH3:3].CN1CCOCC1.ClC(OCC(C)C)=O.[CH2:37]([N:40]1[C:47]([NH2:48])=[C:46]([NH2:49])[C:44](=[O:45])[N:43]([CH2:50][CH2:51][CH3:52])[C:41]1=[O:42])[CH2:38][CH3:39]>O1CCCC1.CN(C)C=O.C(OCC)C>[NH2:48][C:47]1[N:40]([CH2:37][CH2:38][CH3:39])[C:41](=[O:42])[N:43]([CH2:50][CH2:51][CH3:52])[C:44](=[O:45])[C:46]=1[NH:49][C:16](=[O:18])[CH:15]([CH3:19])[CH2:14][C:11]1[CH:10]=[CH:9][C:8]([O:7][CH2:6][C:5]([O:4][C:2]([CH3:1])([CH3:3])[CH3:21])=[O:20])=[CH:13][CH:12]=1. Run at temperature -20 celsius, time 30 minute. Yields the product NC1=C(C(N(C(N1CCC)=O)CCC)=O)NC(C(CC1=CC=C(C=C1)OCC(=O)OC(C)(C)C)C)=O (2-[[4-[3-[(6-Amino-1-propyl-1,2,3,4-tetrahydro-3-propyl-2,4-dioxo-5-pyrimidinyl)amino]-2-methyl-3-oxopropyl]phenyl]oxy]-acetic acid, 1,1-dimethylethyl ester). Yield: 90.7%. Starting materials: C(CC)N1C(=O)N(C(=O)C(=C1N)N)CCC (1,3-dipropyl-5,6-diaminouracil), CC(C)(OC(COC1=CC=C(C=C1)CC(C(=O)O)C)=O)C (4-[[2-(1,1-dimethylethoxy)-2-oxoethyl]oxy]-alpha-methyl-benzenepropanoic acid), ClC(=O)OCC(C)C (isobutyl chloroformate), CN1CCOCC1 (N-methylmorpholine). The solvent is CN(C=O)C (dimethylformamide), C(C)OCC (ethyl ether), O1CCCC1 (tetrahydrofuran). Reported procedure: Dissolve 4-[[2-(1,1-dimethylethoxy)-2-oxoethyl]oxy]-alpha-methyl-benzenepropanoic acid (1.07 g, 3.64 mmol) in tetrahydrofuran (15 mL) and treat with N-methylmorpholine (0.4 mL, 3.64 mmol). Cool to -20° C. and treat with isobutyl chloroformate (0.47 mL, 3.64 mmol). Stir for 30 minutes and add a solution of 1,3-dipropyl-5,6-diaminouracil (0.82 g, 3.64 mmol) in dimethylformamide (5 mL). Stir for 3 hours at -20° C., warm to room temperature and dilute with ethyl ether (200 mL). Separate the organic ... Starting materials: C[Sn](C)(C)c1nn(Cc2ccccc2)c2ccccc12, Cc1ccccc1, [Cl-], Clc1ncccn1, [NH4+], c1ccc(P(c2ccccc2)(c2ccccc2)[Pd](P(c2ccccc2)(c2ccccc2)c2ccccc2)(P(c2ccccc2)(c2ccccc2)c2ccccc2)P(c2ccccc2)(c2ccccc2)c2ccccc2)cc1. The product is c1ccc(Cn2nc(-c3ncccn3)c3ccccc32)cc1. Reaction SMILES: [CH2:1]([c:2]1[cH:3][cH:4][cH:5][cH:6][cH:7]1)[n:8]1[n:9][c:10]([Sn:17]([CH3:18])([CH3:19])[CH3:20])[c:11]2[cH:12][cH:13][cH:14][cH:15][c:16]12.[CH3:30][c:31]1[cH:32][cH:33][cH:34][cH:35][cH:36]1.[Cl-:28].[Cl:21][c:22]1[n:23][cH:24][cH:25][cH:26][n:27]1.[NH4+:29].[cH:37]1[cH:38][cH:39][c:40]([P:41]([Pd:42]([P:43]([c:44]2[cH:45][cH:46][cH:47][cH:48][cH:49]2)([c:50]2[cH:51][cH:52][cH:53][cH:54][cH:55]2)[c:56]2[cH:57][cH:58][cH:59][cH:60][cH:61]2)([P:62]([c:63]2[cH:64][cH:65][cH:66][cH:67][cH:68]2)([c:69]2[cH:70][cH:71][cH:72][cH:73][cH:74]2)[c:75]2[cH:76][cH:77][cH:78][cH:79][cH:80]2)[P:81]([c:82]2[cH:83][cH:84][cH:85][cH:86][cH:87]2)([c:88]2[cH:89][cH:90][cH:91][cH:92][cH:93]2)[c:94]2[cH:95][cH:96][cH:97][cH:98][cH:99]2)([c:100]2[cH:101][cH:102][cH:103][cH:104][cH:105]2)[c:106]2[cH:107][cH:108][cH:109][cH:110][cH:111]2)[cH:112][cH:113]1>>[CH2:1]([c:2]1[cH:3][cH:4][cH:5][cH:6][cH:7]1)[n:8]1[n:9][c:10](-[c:22]2[n:23][cH:24][cH:25][cH:26][n:27]2)[c:11]2[cH:12][cH:13][cH:14][cH:15][c:16]12. The product is CC(c1ccc(Br)cc1)N1CCC(CCN2CCCS2(=O)=O)(c2ccccc2)OC1=O. The reactants are CC(c1ccc(Br)cc1)N1CCC(CCCS(=O)(=O)[O-])(c2ccccc2)OC1=O, CC#N, [K+], [K+], O=C([O-])[O-], O=S1(=O)CCCN1. RXN SMILES: [Br:1][c:2]1[cH:3][cH:4][c:5]([CH:8]([CH3:9])[N:10]2[C:11](=[O:29])[O:12][C:13]([c:16]3[cH:17][cH:18][cH:19][cH:20][cH:21]3)([CH2:22][CH2:23][CH2:24][S:25]([O-:26])(=[O:27])=[O:28])[CH2:14][CH2:15]2)[cH:6][cH:7]1.[CH3:43][C:44]#[N:45].[K+:30].[K+:31].[O-:32][C:33]([O-:34])=[O:35].[S:36]1(=[O:41])(=[O:42])[NH:37][CH2:38][CH2:39][CH2:40]1>>[Br:1][c:2]1[cH:3][cH:4][c:5]([CH:8]([CH3:9])[N:10]2[C:11](=[O:29])[O:12][C:13]([c:16]3[cH:17][cH:18][cH:19][cH:20][cH:21]3)([CH2:22][CH2:23][N:37]3[S:36](=[O:41])(=[O:42])[CH2:40][CH2:39][CH2:38]3)[CH2:14][CH2:15]2)[cH:6][cH:7]1. RXN SMILES: [CH2:38]1[O:39][CH2:40][CH2:41][CH2:42]1.[CH3:11][CH2:12][CH2:13][CH2:14][Li:15].[CH3:16][Si:17]([N:18]=[S:19]([c:20]1[cH:21][cH:22][cH:23][cH:24][cH:25]1)(=[O:26])[CH3:27])([CH3:28])[CH3:29].[CH3:1][C:2]1([CH3:3])[CH2:4][CH2:5][CH2:6][C:7]([CH3:8])([CH3:9])[NH:10]1.[Cl-:36].[Cl:30][C:31](=[O:32])[O:33][CH2:34][CH3:35].[NH4+:37]>>[CH3:16][Si:17]([N:18]=[S:19]([c:20]1[cH:21][cH:22][cH:23][cH:24][cH:25]1)(=[O:26])[CH2:27][C:31](=[O:32])[O:33][CH2:34][CH3:35])([CH3:28])[CH3:29]. Starting materials: C1CCOC1, [Li]CCCC, C[Si](C)(C)N=S(C)(=O)c1ccccc1, CC1(C)CCCC(C)(C)N1, [Cl-], CCOC(=O)Cl, [NH4+]. Yields the product CCOC(=O)CS(=O)(=N[Si](C)(C)C)c1ccccc1. Reactants: CCOCC, Fc1cc(F)nc(F)n1, NCc1ccccc1. Product: Fc1cc(F)nc(NCc2ccccc2)n1. Reaction SMILES: [CH3:18][CH2:19][O:20][CH2:21][CH3:22].[F:9][c:10]1[n:11][c:12]([F:17])[cH:13][c:14]([F:16])[n:15]1.[NH2:1][CH2:2][c:3]1[cH:4][cH:5][cH:6][cH:7][cH:8]1>>[NH:1]([CH2:2][c:3]1[cH:4][cH:5][cH:6][cH:7][cH:8]1)[c:10]1[n:11][c:12]([F:17])[cH:13][c:14]([F:16])[n:15]1. Reactants: CCCCNCCCC, CN(C)C=O, O=C1c2c(Cl)cccc2-n2cnc(-c3noc(CCl)n3)c2C2CCN12. The product is CCCCN(CCCC)Cc1nc(-c2ncn3c2C2CCN2C(=O)c2c(Cl)cccc2-3)no1. Reaction SMILES: [CH2:26]([CH2:27][CH2:28][CH3:29])[NH:30][CH2:31][CH2:32][CH2:33][CH3:34].[CH3:35][N:36]([CH3:37])[CH:38]=[O:39].[Cl:1][c:2]1[cH:3][cH:4][cH:5][c:6]2[c:7]1[C:8](=[O:25])[N:9]1[CH:10]([c:11]3[n:12]-2[cH:13][n:14][c:15]3-[c:16]2[n:17][o:18][c:19]([CH2:21][Cl:22])[n:20]2)[CH2:23][CH2:24]1>>[Cl:1][c:2]1[cH:3][cH:4][cH:5][c:6]2[c:7]1[C:8](=[O:25])[N:9]1[CH:10]([c:11]3[n:12]-2[cH:13][n:14][c:15]3-[c:16]2[n:17][o:18][c:19]([CH2:21][N:30]([CH2:26][CH2:27][CH2:28][CH3:29])[CH2:31][CH2:32][CH2:33][CH3:34])[n:20]2)[CH2:23][CH2:24]1. Reactants: CC(=O)OCC(=O)C(Cc1ccc2c(c1)OC(C)(C)O2)C(=O)OC(C)(C)C, CCO. Yields the product CC(=O)OCC(O)C(Cc1ccc2c(c1)OC(C)(C)O2)C(=O)OC(C)(C)C. As a reaction SMILES: [C:1]([CH3:2])(=[O:3])[O:4][CH2:5][C:6]([CH:7]([CH2:8][c:9]1[cH:10][c:11]2[c:12]([cH:18][cH:19]1)[O:13][C:14]([CH3:16])([CH3:17])[O:15]2)[C:20](=[O:21])[O:22][C:23]([CH3:24])([CH3:25])[CH3:26])=[O:27].[CH3:28][CH2:29][OH:30]>>[C:1]([CH3:2])(=[O:3])[O:4][CH2:5][CH:6]([CH:7]([CH2:8][c:9]1[cH:10][c:11]2[c:12]([cH:18][cH:19]1)[O:13][C:14]([CH3:16])([CH3:17])[O:15]2)[C:20](=[O:21])[O:22][C:23]([CH3:24])([CH3:25])[CH3:26])[OH:27]. Reactants: BrC=1C=C(NC2=C3C(=NC=C2C#N)C2=C(S3)C(=CC=C2)[N+](=O)[O-])C=CC1 (4-(3-bromoanilino)-6-nitro[1]benzothieno[3,2-b]pyridine-3-carbonitrile), CO (methanol). The reagents and catalysts are [Fe] (iron). Run in O (water). Conditions: time 12 hour. Product: NC1=CC=CC2=C1SC=1C2=NC=C(C1NC1=CC(=CC=C1)Br)C#N (6-amino-4-(3-bromoanilino)[1]benzothieno[3,2-b]pyridine-3-carbonitrile). Reaction SMILES: [Br:1][C:2]1[CH:3]=[C:4]([CH:24]=[CH:25][CH:26]=1)[NH:5][C:6]1[C:11]([C:12]#[N:13])=[CH:10][N:9]=[C:8]2[C:14]3[CH:20]=[CH:19][CH:18]=[C:17]([N+:21]([O-])=O)[C:15]=3[S:16][C:7]=12.CO>[Fe].O>[NH2:21][C:17]1[C:15]2[S:16][C:7]3[C:8](=[N:9][CH:10]=[C:11]([C:12]#[N:13])[C:6]=3[NH:5][C:4]3[CH:24]=[CH:25][CH:26]=[C:2]([Br:1])[CH:3]=3)[C:14]=2[CH:20]=[CH:19][CH:18]=1. Reported procedure: A mixture of 4-(3-bromoanilino)-6-nitro[1]benzothieno[3,2-b]pyridine-3-carbonitrile (0.213 g, 0.5 mmol), iron powder (0.168 g, 3.0 mmol) ammonium chloride (0.325 g, 6.0 mmol), methanol (90 mL) and water (90 mL) is heated at reflux temperature with vigorous stirring under nitrogen for 12 hours. The final mixture is concentrated, and the residue is extracted with ethyl acetate (5×20 mL). The extract is dried over sodium sulfate, evaporated, and re-dissolved in a small volume of chloroform/methanol... Starting materials: CO, CCN(C(C)C)C(C)C, CC(C)n1ncnc1-c1nc2c(s1)CCOc1cc(C3CNC3)ccc1-2, CC1(C)CO1. Yields the product CC(C)n1ncnc1-c1nc2c(s1)CCOc1cc(C3CN(CC(C)(C)O)C3)ccc1-2. Reaction SMILES: [CH3:41][OH:42].[CH:27]([N:28]([CH:29]([CH3:30])[CH3:31])[CH2:32][CH3:33])([CH3:34])[CH3:35].[NH:1]1[CH2:2][CH:3]([c:5]2[cH:6][c:7]3[c:8]([cH:25][cH:26]2)-[c:9]2[n:10][c:11](-[c:17]4[n:18]([CH:22]([CH3:23])[CH3:24])[n:19][cH:20][n:21]4)[s:12][c:13]2[CH2:14][CH2:15][O:16]3)[CH2:4]1.[O:36]1[CH2:37][C:38]1([CH3:39])[CH3:40]>>[N:1]1([CH2:37][C:38]([OH:36])([CH3:39])[CH3:40])[CH2:2][CH:3]([c:5]2[cH:6][c:7]3[c:8]([cH:25][cH:26]2)-[c:9]2[n:10][c:11](-[c:17]4[n:18]([CH:22]([CH3:23])[CH3:24])[n:19][cH:20][n:21]4)[s:12][c:13]2[CH2:14][CH2:15][O:16]3)[CH2:4]1.